Dataset: the Open Reaction Database (ORD), a public repository of structured organic reaction records. Task: describe an organic reaction: reactants, conditions, products, and yield The reactants are C(C)(C)(C)OC(NC1=C(C=C(C=C1)C1=C(C=CC=C1)S(=O)(=O)C)NC(=O)OC(C)(C)C)=O ((3-tert-butoxycarbonylamino-2′-methanesulfonyl-biphenyl-4-yl)-carbamic acid tert-butyl ester). The solvent is Cl (HCl), O1CCOCC1 (dioxane). Yields the product CS(=O)(=O)C1=C(C=CC=C1)C1=CC(=C(C=C1)N)N (2′-methanesulfonyl-biphenyl-3,4-diamine). The yield is 97.8%. As a reaction SMILES: C(OC(=O)[NH:7][C:8]1[CH:13]=[CH:12][C:11]([C:14]2[CH:19]=[CH:18][CH:17]=[CH:16][C:15]=2[S:20]([CH3:23])(=[O:22])=[O:21])=[CH:10][C:9]=1[NH:24]C(OC(C)(C)C)=O)(C)(C)C>Cl.O1CCOCC1>[CH3:23][S:20]([C:15]1[CH:16]=[CH:17][CH:18]=[CH:19][C:14]=1[C:11]1[CH:12]=[CH:13][C:8]([NH2:7])=[C:9]([NH2:24])[CH:10]=1)(=[O:21])=[O:22]. Procedure: A solution of (3-tert-butoxycarbonylamino-2′-methanesulfonyl-biphenyl-4-yl)-carbamic acid tert-butyl ester (12.47 g, 0.0270 mol) in 4M HCl in dioxane (120 mL) was stirred at room temperature for 2 h. The reaction mixture was concentrated under reduced pressure. The residue was dissolved in EtOAc, and the solution was washed with saturated sodium bicarbonate and water (pH=7). The organic layer was dried over Na2SO4, filtered, and the filtrate was concentrated in vacuo to provide the title compoun...